This data is from the Open Reaction Database (ORD), a public repository of structured organic reaction records. The task is: describe an organic reaction: reactants, conditions, products, and yield The reactants are COC(=O)c1ccnc(-c2ccc(-n3cc(-c4ccccc4)nn3)c(C#N)c2)c1, C1CCOC1, CO, Cl, [Na+], [OH-]. Yields the product N#Cc1cc(-c2cc(C(=O)O)ccn2)ccc1-n1cc(-c2ccccc2)nn1. RXN SMILES: [C:1](#[N:2])[c:3]1[cH:4][c:5](-[c:20]2[cH:21][c:22]([C:23](=[O:24])[O:25][CH3:26])[cH:27][cH:28][n:29]2)[cH:6][cH:7][c:8]1-[n:9]1[n:10][n:11][c:12](-[c:14]2[cH:15][cH:16][cH:17][cH:18][cH:19]2)[cH:13]1.[CH2:35]1[O:36][CH2:37][CH2:38][CH2:39]1.[CH3:33][OH:34].[ClH:32].[Na+:31].[OH-:30]>>[C:1](#[N:2])[c:3]1[cH:4][c:5](-[c:20]2[cH:21][c:22]([C:23](=[O:24])[OH:25])[cH:27][cH:28][n:29]2)[cH:6][cH:7][c:8]1-[n:9]1[n:10][n:11][c:12](-[c:14]2[cH:15][cH:16][cH:17][cH:18][cH:19]2)[cH:13]1.